Dataset: the Open Reaction Database (ORD), a public repository of structured organic reaction records. Task: describe an organic reaction: reactants, conditions, products, and yield Reactants: COC1=C(C=CC(=C1)OCCSC)[N+](=O)[O-] (2-methoxy-4-(2-methylsulfanyl-ethoxy)-1-nitro-benzene), [NH4+].[Cl-] (NH4Cl). Reagents/catalysts: [Zn] (Zinc). Solvent: CO (methanol). Run at time 0.5 hour. Product: COC1=C(C=CC(=C1)OCCSC)N (2-methoxy-4-(2-methylsulfanyl-ethoxy)-phenylamine). The yield is 93.8%. Reaction SMILES: [CH3:1][O:2][C:3]1[CH:8]=[C:7]([O:9][CH2:10][CH2:11][S:12][CH3:13])[CH:6]=[CH:5][C:4]=1[N+:14]([O-])=O.[NH4+].[Cl-]>CO.[Zn]>[CH3:1][O:2][C:3]1[CH:8]=[C:7]([O:9][CH2:10][CH2:11][S:12][CH3:13])[CH:6]=[CH:5][C:4]=1[NH2:14] |f:1.2|. Procedure: Step B A suspension of 2-methoxy-4-(2-methylsulfanyl-ethoxy)-1-nitro-benzene (0.25 g, 1.0 mmol) in methanol (8 mL) was added an aqueous solution (4 mL) of NH4Cl (0.55 g, 10 mmol), followed by activated Zinc (Aldrich, 0.67 g, 10 mmol). The reaction mixture was stirred at room temperature for 0.5 h. The mixture was filtered through a short pad of celite. The mixture was concentrated. The residue was partitioned between ethyl acetate and water. The organic layer was separated, and aqueous layer was... Starting materials: ClC1=CC=C2C(=N1)N(C(N2CC2CC2)=O)C (5-chloro-1-(cyclopropylmethyl)-3-methyl-1,3-dihydro-2H-imidazo[4,5-b]pyridin-2-one), C(C)(C)(C)[Si](OCC\C=C\B1OC(C(O1)(C)C)(C)C)(C)C (tert-butyl(dimethyl){[(3E)-4-(4,4,5,5-tetramethyl-1,3,2-dioxaborolan-2-yl)but-3-en-1-yl]oxy}silane), C(=O)([O-])[O-].[Cs+].[Cs+] (Cs2CO3), O (water). Reagents/catalysts: CC(C)([P](C(C)(C)C)([Pd][P](C(C)(C)C)(C(C)(C)C)C(C)(C)C)C(C)(C)C)C (Bis(tri-tert-butylphosphine)palladium(0)). The solvent is O1CCOCC1 (1,4-dioxane). Reaction conditions: temperature 100 celsius, time 18 hour. Yields the product [Si](C)(C)(C(C)(C)C)OCC/C=C/C1=CC=C2C(=N1)N(C(N2CC(C)(C)C)=O)C (5-[(1E)-4-{[tert-Butyl(dimethyl)silyl]oxy}but-1-en-1-yl]-1-(2,2-dimethylpropyl)-3-methyl-1,3-dihydro-2H-imidazo[4,5-b]pyridin-2-one). As a reaction SMILES: Cl[C:2]1[N:7]=[C:6]2[N:8]([CH3:16])[C:9](=[O:15])[N:10]([CH2:11][CH:12]3[CH2:14][CH2:13]3)[C:5]2=[CH:4][CH:3]=1.[C:17]([Si:21]([CH3:37])([CH3:36])[O:22][CH2:23][CH2:24]/[CH:25]=[CH:26]/B1OC(C)(C)C(C)(C)O1)([CH3:20])([CH3:19])[CH3:18].[C:38]([O-])([O-])=O.[Cs+].[Cs+].O>CC(C)([P](C(C)(C)C)([Pd][P](C(C)(C)C)(C(C)(C)C)C(C)(C)C)C(C)(C)C)C.O1CCOCC1>[Si:21]([O:22][CH2:23][CH2:24]/[CH:25]=[CH:26]/[C:2]1[N:7]=[C:6]2[N:8]([CH3:16])[C:9](=[O:15])[N:10]([CH2:11][C:12]([CH3:13])([CH3:14])[CH3:38])[C:5]2=[CH:4][CH:3]=1)([C:17]([CH3:18])([CH3:19])[CH3:20])([CH3:36])[CH3:37] |f:2.3.4,^1:47,53|. Procedure details: 5-Chloro-1-(2,2-dimethylpropyl)-3-methyl-1,3-dihydro-2H-imidazo[4,5-b]pyridin-2-one (1-4, 1.0 g, 3.9 mmol, 1.0 equiv), tert-butyl(dimethyl){[(3E)-4-(4,4,5,5-tetramethyl-1,3,2-dioxaborolan-2-yl)but-3-en-1-yl]oxy}silane (32-1, 2.1 mL, 5.9 mmol, 1.5 equiv), Cs2CO3 (2.6 g, 7.9 mmol, 2.0 equiv) and Bis(tri-tert-butylphosphine)palladium(0) (0.40 g, 0.79 mmol, 0.2 equiv) were added to water (0.94 mL) and 1,4-dioxane (4.7 mL). The resulting mixture was heated to 100° C. and stirred for 18 h. Following t... Reactants: CN(C)CCO, O=C1CCC(=O)O1, c1ccncc1. Yields the product CN(C)CCOC(=O)CCC(=O)O. RXN SMILES: [CH3:1][N:2]([CH2:3][CH2:4][OH:5])[CH3:6].[O:7]=[C:8]1[CH2:9][CH2:10][C:11](=[O:12])[O:13]1.[cH:14]1[cH:15][cH:16][n:17][cH:18][cH:19]1>>[CH3:1][N:2]([CH2:3][CH2:4][O:5][C:11]([CH2:10][CH2:9][C:8](=[O:7])[OH:13])=[O:12])[CH3:6].